From a dataset of the Open Reaction Database (ORD), a public repository of structured organic reaction records. describe an organic reaction: reactants, conditions, products, and yield As a reaction SMILES: [CH3:1][N:2]([CH3:19])[C:3]1([C:13]2[CH:18]=[CH:17][CH:16]=[CH:15][CH:14]=2)[CH2:12][CH2:11][C:6]2(OCC[O:7]2)[CH2:5][CH2:4]1.[OH-].[Na+]>Cl>[CH3:1][N:2]([CH3:19])[C:3]1([C:13]2[CH:14]=[CH:15][CH:16]=[CH:17][CH:18]=2)[CH2:12][CH2:11][C:6](=[O:7])[CH2:5][CH2:4]1 |f:1.2|. Procedure: The residue (N,N-dimethyl-8-phenyl-1,4-dioxaspiro-[4.5]decan-8-amine) was taken up in aqueous HCl at pH 1. It was stirred for 1 hour at 65° C. The batch was cooled and brought to pH 4 with NaOH solution. 2-MTHF (52 ml) was then added. The mixture was alkalised with NaOH at 15-25° C. to pH≧12. The organic phase was concentrated at 45° C. and at reduced pressure (<10 mbar). The residue was dissolved at 65° C. in twice the amount of isopropanol/H2O 60/40. The batch was stirred overnight at −10° C. ... Run in Cl (HCl). The reactants are CN(C1(CCC2(OCCO2)CC1)C1=CC=CC=C1)C (N,N-dimethyl-8-phenyl-1,4-dioxaspiro-[4.5]decan-8-amine), [OH-].[Na+] (NaOH), [OH-].[Na+] (NaOH), 2-MTHF. Yields the product CN(C1(CCC(CC1)=O)C1=CC=CC=C1)C (4-(dimethylamino)-4-phenyl-cyclohexanone). Run at temperature 65 celsius, time 1 hour. The reactants are C1CC(=O)N(C1=O)Br (NBS), FC1=CC=CC=2C3=CC=CC=C3N(C12)C1=C(C=CC=C1)[N+](=O)[O-] (fluoro-9-(2-nitrophenyl]-9H-carbazole), O (water). Run in C(C)#N (acetonitrile), C(Cl)Cl (CH2Cl2). Run at time 4 hour. The product is BrC=1C=C2C=3C=CC=C(C3N(C2=CC1)C1=C(C=CC=C1)[N+](=O)[O-])F (6-Bromo-1-fluoro-9-(2-nitrophenyl)-9H-carbazole). Reaction SMILES: [F:1][C:2]1[C:14]2[N:13]([C:15]3[CH:20]=[CH:19][CH:18]=[CH:17][C:16]=3[N+:21]([O-:23])=[O:22])[C:12]3[C:7](=[CH:8][CH:9]=[CH:10][CH:11]=3)[C:6]=2[CH:5]=[CH:4][CH:3]=1.C1C(=O)N([Br:31])C(=O)C1.O>C(Cl)Cl.C(#N)C>[Br:31][C:9]1[CH:8]=[C:7]2[C:12](=[CH:11][CH:10]=1)[N:13]([C:15]1[CH:20]=[CH:19][CH:18]=[CH:17][C:16]=1[N+:21]([O-:23])=[O:22])[C:14]1[C:2]([F:1])=[CH:3][CH:4]=[CH:5][C:6]2=1. Reported procedure: 6.7 g (22.2 mmol) of fluoro-9-(2-nitrophenyl]-9H-carbazole are initially introduced in 150 ml of CH2Cl2. A solution of 3.9 g (22.3 mmol) of NBS in 100 ml of acetonitrile is subsequently added dropwise at −15° C. with exclusion of light, and the mixture is allowed to come to room temperature and is stirred at this temperature for a further 4 h. 150 ml of water are subsequently added to the mixture, which is then extracted with CH2Cl2. The organic phase is dried over MgSO4, and the solvents are re... Reactants: CC(C)(CNC(=O)OCc1ccccc1)N(C(=O)CBr)c1ccccc1, [H-], [Na+], CN(C)C=O. Product: CC1(C)CN(C(=O)OCc2ccccc2)CC(=O)N1c1ccccc1. As a reaction SMILES: [CH2:3]([c:4]1[cH:5][cH:6][cH:7][cH:8][cH:9]1)[O:10][C:11]([NH:12][CH2:13][C:14]([CH3:15])([CH3:16])[N:17]([c:18]1[cH:19][cH:20][cH:21][cH:22][cH:23]1)[C:24]([CH2:25][Br:26])=[O:27])=[O:28].[H-:2].[Na+:1].[O:29]=[CH:30][N:31]([CH3:32])[CH3:33]>>[CH2:3]([c:4]1[cH:5][cH:6][cH:7][cH:8][cH:9]1)[O:10][C:11]([N:12]1[CH2:13][C:14]([CH3:15])([CH3:16])[N:17]([c:18]2[cH:19][cH:20][cH:21][cH:22][cH:23]2)[C:24](=[O:27])[CH2:25]1)=[O:28]. The reactants are CO, NCc1ccc(Cl)cc1, ClC(Cl)Cl, CCOC(=O)c1cnc2cc(SC)ccc2c1O. Product: CSc1ccc2c(O)c(C(=O)NCc3ccc(Cl)cc3)cnc2c1. Reaction SMILES: [CH3:32][OH:33].[Cl:19][c:20]1[cH:21][cH:22][c:23]([CH2:24][NH2:25])[cH:26][cH:27]1.[Cl:28][CH:29]([Cl:30])[Cl:31].[OH:1][c:2]1[c:3]([C:14]([O:16][CH2:15][CH3:17])=[O:18])[cH:4][n:5][c:6]2[cH:7][c:8]([S:12][CH3:13])[cH:9][cH:10][c:11]12>>[OH:1][c:2]1[c:3]([C:14](=[O:16])[NH:25][CH2:24][c:23]2[cH:22][cH:21][c:20]([Cl:19])[cH:27][cH:26]2)[cH:4][n:5][c:6]2[cH:7][c:8]([S:12][CH3:13])[cH:9][cH:10][c:11]12. Reactants: [Al+3], [BH4-], C1CCOC1, Cc1ccccc1, Cc1ccc([PH](=O)c2ccc(C)cc2)cc1, [Ce+3], [Cl-], [Cl-], [Cl-], [H-], [H-], [H-], [H-], [Li+], [Na+], O. The product is B, Cc1ccc(Pc2ccc(C)cc2)cc1. Reaction SMILES: [Al+3:24].[BH4-:5].[CH2:29]1[O:30][CH2:31][CH2:32][CH2:33]1.[CH3:34][c:35]1[cH:36][cH:37][cH:38][cH:39][cH:40]1.[CH3:7][c:8]1[cH:9][cH:10][c:11]([PH:14]([c:15]2[cH:16][cH:17][c:18]([CH3:21])[cH:19][cH:20]2)=[O:22])[cH:12][cH:13]1.[Ce+3:2].[Cl-:1].[Cl-:3].[Cl-:4].[H-:23].[H-:26].[H-:27].[H-:28].[Li+:25].[Na+:6].[OH2:41]>>[BH3:5].[CH3:7][c:8]1[cH:9][cH:10][c:11]([PH:14][c:15]2[cH:16][cH:17][c:18]([CH3:21])[cH:19][cH:20]2)[cH:12][cH:13]1. Reactants: CCO, C=C(C)c1cccc(C(C)(C)N)c1, O=[Pt]. Product: CC(C)c1cccc(C(C)(C)N)c1. RXN SMILES: [CH2:14]([OH:15])[CH3:16].[CH3:1][C:2]([CH3:3])([c:4]1[cH:5][c:6]([C:10](=[CH2:11])[CH3:12])[cH:7][cH:8][cH:9]1)[NH2:13].[Pt:17]=[O:18]>>[CH3:1][C:2]([CH3:3])([c:4]1[cH:5][c:6]([CH:10]([CH3:11])[CH3:12])[cH:7][cH:8][cH:9]1)[NH2:13].